Task: describe an organic reaction: reactants, conditions, products, and yield. Dataset: the Open Reaction Database (ORD), a public repository of structured organic reaction records Starting materials: C1CCOC1, CC(=O)O, CC(=O)OC(C)=O, CC(C)C(CS(=O)(=O)c1ccc(-c2cccc(CNC(=O)c3nc4ccccc4c(=O)[nH]3)c2)cc1)NO. Yields the product CC(=O)N(O)C(CS(=O)(=O)c1ccc(-c2cccc(CNC(=O)c3nc4ccccc4c(=O)[nH]3)c2)cc1)C(C)C. As a reaction SMILES: [CH2:49]1[O:50][CH2:51][CH2:52][CH2:53]1.[CH3:38][C:39]([OH:40])=[O:41].[CH3:42][C:43]([O:44][C:45](=[O:46])[CH3:47])=[O:48].[OH:1][NH:2][CH:3]([CH2:4][S:5](=[O:6])(=[O:7])[c:8]1[cH:9][cH:10][c:11](-[c:14]2[cH:15][c:16]([CH2:20][NH:21][C:22](=[O:23])[c:24]3[n:25][c:26]4[cH:27][cH:28][cH:29][cH:30][c:31]4[c:32](=[O:34])[nH:33]3)[cH:17][cH:18][cH:19]2)[cH:12][cH:13]1)[CH:35]([CH3:36])[CH3:37]>>[OH:1][N:2]([CH:3]([CH2:4][S:5](=[O:6])(=[O:7])[c:8]1[cH:9][cH:10][c:11](-[c:14]2[cH:15][c:16]([CH2:20][NH:21][C:22](=[O:23])[c:24]3[n:25][c:26]4[cH:27][cH:28][cH:29][cH:30][c:31]4[c:32](=[O:34])[nH:33]3)[cH:17][cH:18][cH:19]2)[cH:12][cH:13]1)[CH:35]([CH3:36])[CH3:37])[C:39]([CH3:38])=[O:40]. Starting materials: C(CCC)[Sn](C=1SC=CC1)(CCCC)CCCC (2-(tributylstannyl)thiophene), PdCl2 (PPh3)2, BrC1=CC=2C(C3=CC(=CC=C3C2C=C1)Br)(CCCCCCCCCC)CCCCCCCCCC (2,7-dibromo-9,9-di-n-decyl-9H-fluorene). Reagents/catalysts: C=1C=CC(=CC1)[P](C=2C=CC=CC2)(C=3C=CC=CC3)[Pd]([P](C=4C=CC=CC4)(C=5C=CC=CC5)C=6C=CC=CC6)([P](C=7C=CC=CC7)(C=8C=CC=CC8)C=9C=CC=CC9)[P](C=1C=CC=CC1)(C=1C=CC=CC1)C=1C=CC=CC1 (Pd(PPh3)4). Run in C1(=CC=CC=C1)C (toluene). Conditions: time 3 hour. The product is S1C(=CC=C1)C1=CC=2C(C3=CC(=CC=C3C2C=C1)C=1SC=CC1)(CCCCCCCCCC)CCCCCCCCCC (2,7-bis-(2-thienyl)-9,9-di-(n-decyl)-9H-fluorene). Isolated yield 70.0%. RXN SMILES: C([Sn](CCCC)(CCCC)[C:6]1[S:7][CH:8]=[CH:9][CH:10]=1)CCC.Br[C:20]1[CH:32]=[CH:31][C:30]2[C:29]3[C:24](=[CH:25][C:26](Br)=[CH:27][CH:28]=3)[C:23]([CH2:44][CH2:45][CH2:46][CH2:47][CH2:48][CH2:49][CH2:50][CH2:51][CH2:52][CH3:53])([CH2:34][CH2:35][CH2:36][CH2:37][CH2:38][CH2:39][CH2:40][CH2:41][CH2:42][CH3:43])[C:22]=2[CH:21]=1>C1(C)C=CC=CC=1.C1C=CC([P]([Pd]([P](C2C=CC=CC=2)(C2C=CC=CC=2)C2C=CC=CC=2)([P](C2C=CC=CC=2)(C2C=CC=CC=2)C2C=CC=CC=2)[P](C2C=CC=CC=2)(C2C=CC=CC=2)C2C=CC=CC=2)(C2C=CC=CC=2)C2C=CC=CC=2)=CC=1>[S:7]1[CH:8]=[CH:9][CH:10]=[C:6]1[C:26]1[CH:27]=[CH:28][C:29]2[C:30]3[C:22](=[CH:21][C:20]([C:6]4[S:7][CH:8]=[CH:9][CH:10]=4)=[CH:32][CH:31]=3)[C:23]([CH2:34][CH2:35][CH2:36][CH2:37][CH2:38][CH2:39][CH2:40][CH2:41][CH2:42][CH3:43])([CH2:44][CH2:45][CH2:46][CH2:47][CH2:48][CH2:49][CH2:50][CH2:51][CH2:52][CH3:53])[C:24]=2[CH:25]=1 |^1:64,66,85,104|. Procedure: 2-(tributylstannyl)thiophene (5.80 ml, 0.018 mol) was added under nitrogen directly to a single-necked round bottom flask equipped with a condenser and a magnetic stir bar that had been previously dried in an oven at 110° C. The 2,7-dibromo-9,9-di-n-decyl-9H-fluorene (5.26 g, 8.70 mmol) was weighed into a beaker and dissolved in toluene (14 ml) which had been freshly distilled and degassed with nitrogen. The resulting fluorene solution was pipetted into the round bottom flask and the beaker rins... The reactants are NCCN1N=C(C=C1)C1=CC(=C(C#N)C=C1)[N+](=O)[O-] (4-(1-(2-aminoethyl)-1H-pyrazol-3-yl)-2-nitrobenzonitrile), N1=C(C=CC=C1)C1=NNC(=C1)C(=O)O (3-(pyridine-2-yl)-1H-pyrazole-5-carboxylic acid). Product: C(#N)C1=C(C=C(C=C1)C1=NN(C=C1)CCNC(=O)C1=CC(=NN1)C1=NC=CC=C1)[N+](=O)[O-] (N-(2-(3-(4-cyano-3-nitrophenyl)-1H-pyrazol-1-yl)ethyl)-3-(pyridin-2-yl)-1H-pyrazole-5-carboxamide). As a reaction SMILES: [NH2:1][CH2:2][CH2:3][N:4]1[CH:8]=[CH:7][C:6]([C:9]2[CH:16]=[CH:15][C:12]([C:13]#[N:14])=[C:11]([N+:17]([O-:19])=[O:18])[CH:10]=2)=[N:5]1.[N:20]1[CH:25]=[CH:24][CH:23]=[CH:22][C:21]=1[C:26]1[CH:30]=[C:29]([C:31](O)=[O:32])[NH:28][N:27]=1>>[C:13]([C:12]1[CH:15]=[CH:16][C:9]([C:6]2[CH:7]=[CH:8][N:4]([CH2:3][CH2:2][NH:1][C:31]([C:29]3[NH:28][N:27]=[C:26]([C:21]4[CH:22]=[CH:23][CH:24]=[CH:25][N:20]=4)[CH:30]=3)=[O:32])[N:5]=2)=[CH:10][C:11]=1[N+:17]([O-:19])=[O:18])#[N:14]. Procedure: The title compound was prepared from 4-(1-(2-aminoethyl)-1H-pyrazol-3-yl)-2-nitrobenzonitrile (300 mg) and 3-(pyridine-2-yl)-1H-pyrazole-5-carboxylic acid (161 mg) using the method of Example 34(d). Yield 166 mg. 1H-NMR (400 MHz; d6-DMSO): δ 3.75 (q, 2H), 4.43 (t, 2H), 7.09 (d, 1H), 7.31 (br. s, 1H), 7.39 (m, HA), 7.88-7.96 (m, 3H), 8.20 (d, 1H), 8.37 (dd, 1H), 8.47-8.57 (m, 1H), 8.64 (m, 1H), 8.71 (d, 1H), 13.90 (m, 1H). Reactants: 26C, COC(CC(CCOC)=O)=O (5-methoxy-3-oxo-pentanoic acid methyl ester), 27D, C(C)OC(C(C)(C)OC1=CC=C(C=C1)CN)=O (2-(4-aminomethyl-phenoxy)-2-methyl-propionic acid ethyl ester), COCCC1=NC(=NC=C1C(=O)O)C1=CC=C(C=C1)C(F)(F)F (4-(2-methoxy-ethyl)-2-(4-trifluoromethyl-phenyl)-pyrimidine-5-carboxylic acid). The product is C(C)OC(C(C)(C)OC1=CC=C(C=C1)CNC(=O)C=1C(=NC(=NC1)C1=CC=C(C=C1)C(F)(F)F)CCOC)=O (2-[4-({[4-(2-methoxy-ethyl)-2-(4-trifluoromethyl-phenyl)-pyrimidine-5-carbonyl]-amino}-methyl)-phenoxy]-2-methyl-propionic acid ethyl-ester). Reaction SMILES: [CH2:1]([O:3][C:4](=[O:17])[C:5]([O:8][C:9]1[CH:14]=[CH:13][C:12]([CH2:15][NH2:16])=[CH:11][CH:10]=1)([CH3:7])[CH3:6])[CH3:2].[CH3:18][O:19][CH2:20][CH2:21][C:22]1[C:27]([C:28](O)=[O:29])=[CH:26][N:25]=[C:24]([C:31]2[CH:36]=[CH:35][C:34]([C:37]([F:40])([F:39])[F:38])=[CH:33][CH:32]=2)[N:23]=1.COC(=O)CC(=O)CCOC>>[CH2:1]([O:3][C:4](=[O:17])[C:5]([O:8][C:9]1[CH:10]=[CH:11][C:12]([CH2:15][NH:16][C:28]([C:27]2[C:22]([CH2:21][CH2:20][O:19][CH3:18])=[N:23][C:24]([C:31]3[CH:32]=[CH:33][C:34]([C:37]([F:40])([F:39])[F:38])=[CH:35][CH:36]=3)=[N:25][CH:26]=2)=[O:29])=[CH:13][CH:14]=1)([CH3:7])[CH3:6])[CH3:2]. Procedure: In analogy to the procedures described in example 26B] and 26C], 2-(4-aminomethyl-phenoxy)-2-methyl-propionic acid ethyl ester [PCT Int. Appl. (2002), WO 2002/096895A1] was reacted with 4-(2-methoxy-ethyl)-2-(4-trifluoromethyl-phenyl)-pyrimidine-5-carboxylic acid (prepared from 5-methoxy-3-oxo-pentanoic acid methyl ester, in analogy to the procedures described in examples 27C] and 27D] followed by saponification in analogy to the procedure described in example 53B]) to give 2-[4-({[4-(2-methoxy-... The reactants are NC1=C2C(=C(C=3C(C4=CC=CC=C4C(C13)=O)=O)N)C(=O)OC2=O (1,4-diamino anthraquinone-2,3-dicarboxylic acid anhydride), C(CCCCCCC)N (n-octyl amine). Solvent: CO (methanol). The product is NC1=C2C(=C(C=3C(N(C(C13)=O)CCCCCCCC)=O)N)C(C1=CC=CC=C1C2=O)=O (4,11-diamino-2-n-octyl-1H-naphth[2,3-f] isoindole-1,3,5,10(2H)-tetrone). RXN SMILES: [NH2:1][C:2]1[C:15]2[C:14](=[O:16])[C:13]3[C:8](=[CH:9][CH:10]=[CH:11][CH:12]=3)[C:7](=[O:17])[C:6]=2[C:5]([NH2:18])=[C:4]2[C:19](O[C:22](=[O:23])[C:3]=12)=[O:20].[CH2:24]([NH2:32])[CH2:25][CH2:26][CH2:27][CH2:28][CH2:29][CH2:30][CH3:31]>CO>[NH2:18][C:5]1[C:4]2[C:19](=[O:20])[N:32]([CH2:24][CH2:25][CH2:26][CH2:27][CH2:28][CH2:29][CH2:30][CH3:31])[C:22](=[O:23])[C:3]=2[C:2]([NH2:1])=[C:15]2[C:14](=[O:16])[C:13]3[C:8]([C:7](=[O:17])[C:6]=12)=[CH:9][CH:10]=[CH:11][CH:12]=3. Procedure details: (B-Cyan-4) Synthesis of 4,11-diamino-2-n-octyl-1H-naphth[2,3-f] isoindole-1,3,5,10(2H)-tetrone cyan dye. To 120 grams of 15 percent oleum (fuming sulfuric acid having 15 percent sulfur trioxide), 10.0 grams of 1,4-diamino anthraquinone-2,3-dinitrile were added at 30° C. and the mixture stirred for two hours. This reaction mixture was poured into 1,000 grams of ice water and the precipitates were filtered. The wet precipitates were added to 400 grams of cooled water and dissolved by the addition ...